Dataset: the Open Reaction Database (ORD), a public repository of structured organic reaction records. Task: describe an organic reaction: reactants, conditions, products, and yield The reactants are CCCCP(CCCC)CCCC, CC(C)(C)OC(=O)N=NC(=O)OC(C)(C)C, [Na+], O=C([O-])O, C1CCOC1, CCCCC(CO)CC(=O)O, CC([NH-])c1ccccc1. Product: CCCCC1CC(=O)N(C(C)c2ccccc2)C1. Reaction SMILES: [CH2:17]([P:18]([CH2:19][CH2:20][CH2:21][CH3:22])[CH2:23][CH2:24][CH2:25][CH3:26])[CH2:27][CH2:28][CH3:29].[N:1]([C:2]([O:3][C:4]([CH3:5])([CH3:6])[CH3:7])=[O:8])=[N:9][C:10]([O:11][C:12]([CH3:13])([CH3:14])[CH3:15])=[O:16].[Na+:54].[O-:50][C:51]([OH:52])=[O:53].[O:55]1[CH2:56][CH2:57][CH2:58][CH2:59]1.[OH:30][CH2:31][CH:32]([CH2:33][C:34](=[O:35])[OH:36])[CH2:37][CH2:38][CH2:39][CH3:40].[c:41]1([CH:47]([CH3:48])[NH-:49])[cH:42][cH:43][cH:44][cH:45][cH:46]1>>[CH2:31]1[CH:32]([CH2:37][CH2:38][CH2:39][CH3:40])[CH2:33][C:34](=[O:36])[N:49]1[CH:47]([c:41]1[cH:42][cH:43][cH:44][cH:45][cH:46]1)[CH3:48]. Starting materials: C(C1=CC=CO1)N (furfuryl amine), ClCC(=O)Cl (chloroacetyl chloride), solution, [OH-].[Na+] (sodium hydroxide). The solvent is C1(=CC=CC=C1)C (toluene). Yields the product C(C1=CC=CO1)NC(CCl)=O (N-Furfurylchloroacetamide). Yield: 85.0%. As a reaction SMILES: [CH2:1]([NH2:7])[C:2]1[O:6][CH:5]=[CH:4][CH:3]=1.[OH-].[Na+].[Cl:10][CH2:11][C:12](Cl)=[O:13]>C1(C)C=CC=CC=1>[CH2:1]([NH:7][C:12](=[O:13])[CH2:11][Cl:10])[C:2]1[O:6][CH:5]=[CH:4][CH:3]=1 |f:1.2|. Procedure details: N-Furfurylchloroacetamide was prepared by adding 20.0 g. (0.206 mole) furfuryl amine in sufficient toluene to make a 15% solution to a 500 ml. three neck round bottom flask equipped with magnetic stir bar, additional funnel, and cooling bath and then adding 36 ml. of 20% sodium hydroxide. The mixture was cooled to 0°-5° C. and chloroacetyl chloride was added dropwise so that the reaction temperature was maintained at 5°-10° C. After the addition, a solid deposited on the walls of the flask. It w...